Dataset: the Open Reaction Database (ORD), a public repository of structured organic reaction records. Task: describe an organic reaction: reactants, conditions, products, and yield Starting materials: NC1=C(C=O)C=CC=N1 (2-Aminonicotinaldehyde), C(C)(=O)C=1SC=CN1 (2-acetylthiazole), [OH-].[K+] (KOH). The solvent is CO (MeOH). Reaction conditions: time 3 hour. The product is S1C(=NC=C1)C1=NC2=NC=CC=C2C=C1 (2-(2-Thiazolyl)-1,8-naphthyridine). Yield: 46.5%. Reaction SMILES: [NH2:1][C:2]1[N:9]=[CH:8][CH:7]=[CH:6][C:3]=1[CH:4]=O.[C:10]([C:13]1[S:14][CH:15]=[CH:16][N:17]=1)(=O)[CH3:11].[OH-].[K+]>CO>[S:14]1[CH:15]=[CH:16][N:17]=[C:13]1[C:10]1[CH:11]=[CH:4][C:3]2[C:2](=[N:9][CH:8]=[CH:7][CH:6]=2)[N:1]=1 |f:2.3|. Reported procedure: 2-Aminonicotinaldehyde (1.5 g, 12.3 mmol) and 2-acetylthiazole (1.64 g, 12.9 mmol) are dissolved in 12 ml of MeOH and the mixture is treated with 1.5 ml of 40% KOH. After 3 h, the reaction is complete and the mixture is poured onto water. The solid which is deposited is filtered off with suction, washed and dried. 1.22 g (yield 46%) of the desired product are obtained. M.p. 160°-165° C. The reactants are ClCC(=O)N(C1=C(C=CC=C1)OC1=CC=CC=C1)CC1=C(C=CC=C1)OC (N-chloroacetyl-N-(2-methoxybenzyl)-2-phenoxyaniline), [N-]=[N+]=[N-].[Na+] (sodium azide), O (water). Run in CN(C=O)C (dimethylformamide). Run at time 8 hour. Yields the product N(=[N+]=[N-])CC(=O)N(C1=C(C=CC=C1)OC1=CC=CC=C1)CC1=C(C=CC=C1)OC (N-azidoacetyl-N-(2-methoxybenzyl)-2-phenoxyaniline). Yield: 100.9%. Reaction SMILES: Cl[CH2:2][C:3]([N:5]([CH2:19][C:20]1[CH:25]=[CH:24][CH:23]=[CH:22][C:21]=1[O:26][CH3:27])[C:6]1[CH:11]=[CH:10][CH:9]=[CH:8][C:7]=1[O:12][C:13]1[CH:18]=[CH:17][CH:16]=[CH:15][CH:14]=1)=[O:4].[N-:28]=[N+:29]=[N-:30].[Na+].O>CN(C)C=O>[N:28]([CH2:2][C:3]([N:5]([CH2:19][C:20]1[CH:25]=[CH:24][CH:23]=[CH:22][C:21]=1[O:26][CH3:27])[C:6]1[CH:11]=[CH:10][CH:9]=[CH:8][C:7]=1[O:12][C:13]1[CH:18]=[CH:17][CH:16]=[CH:15][CH:14]=1)=[O:4])=[N+:29]=[N-:30] |f:1.2|. Procedure details: A solution of 1.51 g of N-chloroacetyl-N-(2-methoxybenzyl)-2-phenoxyaniline synthesized in the same manner as in Example 1 and 770 mg of sodium azide in 10 ml of dimethylformamide was stirred at room temperature overnight. The reaction mixture was poured into water and extracted with ethyl acetate. The extract was washed with 5% hydrochloric acid, a saturated aqueous sodium bicarbonate solution and a saturated aqueous sodium chloride solution, successively, and dried over anhydrous sodium sulfat... Reactants: CC(C)O, CC(C)(C)OC(=O)n1c(-c2cnc(Cl)o2)cc2ccccc21, CS(=O)(=O)Nc1cccc(N)c1. Product: CC(C)(C)OC(=O)n1c(-c2cnc(Nc3cccc(NS(C)(=O)=O)c3)o2)cc2ccccc21. As a reaction SMILES: [CH3:35][CH:36]([OH:37])[CH3:38].[Cl:1][c:2]1[o:3][c:4](-[c:7]2[n:8]([C:16](=[O:17])[O:18][C:19]([CH3:20])([CH3:21])[CH3:22])[c:9]3[cH:10][cH:11][cH:12][cH:13][c:14]3[cH:15]2)[cH:5][n:6]1.[NH2:23][c:24]1[cH:25][c:26]([NH:30][S:31](=[O:32])(=[O:33])[CH3:34])[cH:27][cH:28][cH:29]1>>[c:2]1([NH:23][c:24]2[cH:25][c:26]([NH:30][S:31](=[O:32])(=[O:33])[CH3:34])[cH:27][cH:28][cH:29]2)[o:3][c:4](-[c:7]2[n:8]([C:16](=[O:17])[O:18][C:19]([CH3:20])([CH3:21])[CH3:22])[c:9]3[cH:10][cH:11][cH:12][cH:13][c:14]3[cH:15]2)[cH:5][n:6]1.